Task: describe an organic reaction: reactants, conditions, products, and yield. Dataset: the Open Reaction Database (ORD), a public repository of structured organic reaction records Reactants: Cl (hydrochloric acid), [Na] (sodium), C(C=C)O (allyl alcohol), S(CCC(=O)OCC=C)CCC(=O)OCC=C (diallyl 3,3′-thiodipropionate). Run in O (water), C(C)OCC (diethyl ether). Run at time 2 day. Product: OC1=C(CSCC1)C(=O)OCC=C (Allyl 4-hydroxy-5,6-dihydro-2H-thiopyrane-3-carboxylate). Isolated yield 42.3%. Reaction SMILES: [Na].C(O)C=C.[S:6]([CH2:15][CH2:16][C:17]([O:19][CH2:20][CH:21]=[CH2:22])=[O:18])[CH2:7][CH2:8][C:9]([O:11]CC=C)=O.Cl>O.C(OCC)C>[OH:11][C:9]1[CH2:8][CH2:7][S:6][CH2:15][C:16]=1[C:17]([O:19][CH2:20][CH:21]=[CH2:22])=[O:18] |^1:0|. Reported procedure: To a mixture of sodium sand (23 g; 1.0 mole) (Vogel's Textbook of Practical Organic Chemistry, Fourth Ed., Longman, London, 1978, p. 313) and anhydrous diethyl ether (3.4 1), allyl alcohol (65.8 ml) was slowly added. The obtained reaction mixture was stirred for two days at room temperature and then diallyl 3,3′-thiodipropionate (129.0 g; 0.5 mole) prepared according to the process disclosed in Example 1 was slowly added drop by drop. The mixture was stirred for another day at room temperature a... The reactants are CCCN(CCC)CCCCN(CC(=O)O)Cc1ccc(CN(Cc2ncc[nH]2)Cc2nccn2C)cc1, Cl, CN(C)C=O, OCC=Cc1ccccc1. Yields the product CCCN(CCC)CCCCN(CC(=O)OCC=Cc1ccccc1)Cc1ccc(CN(Cc2ncc[nH]2)Cc2nccn2C)cc1. As a reaction SMILES: [CH2:2]([CH2:3][CH3:4])[N:5]([CH2:6][CH2:7][CH2:8][CH2:9][N:10]([CH2:11][c:12]1[cH:13][cH:14][c:15]([CH2:18][N:19]([CH2:20][c:21]2[n:22]([CH3:26])[cH:23][cH:24][n:25]2)[CH2:27][c:28]2[nH:29][cH:30][cH:31][n:32]2)[cH:16][cH:17]1)[CH2:33][C:34](=[O:35])[OH:36])[CH2:37][CH2:38][CH3:39].[ClH:1].[O:50]=[CH:51][N:52]([CH3:53])[CH3:54].[OH:40][CH2:41][CH:42]=[CH:43][c:44]1[cH:45][cH:46][cH:47][cH:48][cH:49]1>>[CH2:2]([CH2:3][CH3:4])[N:5]([CH2:6][CH2:7][CH2:8][CH2:9][N:10]([CH2:11][c:12]1[cH:13][cH:14][c:15]([CH2:18][N:19]([CH2:20][c:21]2[n:22]([CH3:26])[cH:23][cH:24][n:25]2)[CH2:27][c:28]2[nH:29][cH:30][cH:31][n:32]2)[cH:16][cH:17]1)[CH2:33][C:34]([O:35][CH2:41][CH:42]=[CH:43][c:44]1[cH:45][cH:46][cH:47][cH:48][cH:49]1)=[O:36])[CH2:37][CH2:38][CH3:39]. Reactants: O (H2O), C(C)(C)(C)OC(=O)N1C[C@@H]([C@H](CC1)C=1C=C(C=CC1)C1=CC=CC=C1)O ((3R*,4R*)-4-biphenyl-3-yl-3-hydroxy-piperidine-1-carboxylic acid t-butyl ester), [H-].[Na+] (sodium hydride), BrCC1=CC2=CC=CC=C2C=C1 (2-(bromomethyl)naphthalene). Run in CC(=O)N(C)C (DMA). Run at temperature 50 celsius, time 10 minute. Yields the product C(C)(C)(C)OC(=O)N1C[C@@H]([C@H](CC1)C=1C=C(C=CC1)C1=CC=CC=C1)OCC1=CC2=CC=CC=C2C=C1 ((3R*,4R*)-4-biphenyl-3-yl-3-(naphthalen-2-ylmethoxy)-piperidine-1-carboxylic acid tert-butyl ester). As a reaction SMILES: [C:1]([O:5][C:6]([N:8]1[CH2:13][CH2:12][C@H:11]([C:14]2[CH:15]=[C:16]([C:20]3[CH:25]=[CH:24][CH:23]=[CH:22][CH:21]=3)[CH:17]=[CH:18][CH:19]=2)[C@@H:10]([OH:26])[CH2:9]1)=[O:7])([CH3:4])([CH3:3])[CH3:2].[H-].[Na+].Br[CH2:30][C:31]1[CH:40]=[CH:39][C:38]2[C:33](=[CH:34][CH:35]=[CH:36][CH:37]=2)[CH:32]=1.O>CC(N(C)C)=O>[C:1]([O:5][C:6]([N:8]1[CH2:13][CH2:12][C@H:11]([C:14]2[CH:15]=[C:16]([C:20]3[CH:21]=[CH:22][CH:23]=[CH:24][CH:25]=3)[CH:17]=[CH:18][CH:19]=2)[C@@H:10]([O:26][CH2:30][C:31]2[CH:40]=[CH:39][C:38]3[C:33](=[CH:34][CH:35]=[CH:36][CH:37]=3)[CH:32]=2)[CH2:9]1)=[O:7])([CH3:4])([CH3:2])[CH3:3] |f:1.2|. Reported procedure: A suspension of the title B compound, (3R*,4R*)-4-biphenyl-3-yl-3-hydroxy-piperidine-1-carboxylic acid t-butyl ester (318 mg, 0.9 mmol) and sodium hydride (60% dispersion in mineral oil, 72 mg, 1.8 mmol) in 8 mL of dry DMA is shaken for 10 min. at 50° C. After cooling to RT, 2-(bromomethyl)naphthalene (298 mg, 1.35 mmol) is added and the mixture shaken for 16 h at 50° C. After addition of H2O, the aqueous layer is extracted twice with ethyl acetate. The combined organic extracts are dried (Na2SO...